Task: describe an organic reaction: reactants, conditions, products, and yield. Dataset: the Open Reaction Database (ORD), a public repository of structured organic reaction records Reactants: C(C)(C)(C)C=1N(C(C2=CC=C(C=C2C1C1=CC=CC=C1)OC)=O)C (3-tert-butyl-6-methoxy-2-methyl-4-phenylisoquinolin-1(2H)-one), B(Br)(Br)Br (boron tribromide). Run in C(Cl)Cl (methylene chloride). Conditions: time 24 hour. The product is C(C)(C)(C)C=1N(C(C2=CC=C(C=C2C1C1=CC=CC=C1)O)=O)C (3-tert-Butyl-6-hydroxy-2-methyl-4-phenyl-2H-isoquinolin-1-one). Reaction SMILES: [C:1]([C:5]1[N:6]([CH3:24])[C:7](=[O:23])[C:8]2[C:13]([C:14]=1[C:15]1[CH:20]=[CH:19][CH:18]=[CH:17][CH:16]=1)=[CH:12][C:11]([O:21]C)=[CH:10][CH:9]=2)([CH3:4])([CH3:3])[CH3:2].B(Br)(Br)Br>C(Cl)Cl>[C:1]([C:5]1[N:6]([CH3:24])[C:7](=[O:23])[C:8]2[C:13]([C:14]=1[C:15]1[CH:16]=[CH:17][CH:18]=[CH:19][CH:20]=1)=[CH:12][C:11]([OH:21])=[CH:10][CH:9]=2)([CH3:4])([CH3:2])[CH3:3]. Reported procedure: To a methylene chloride (5 mL) solution of 3-tert-butyl-6-methoxy-2-methyl-4-phenylisoquinolin-1(2H)-one (100 mg, 0.311 mmol) under argon at −70 C was added boron tribromide (1.0M, 0.934 mL, 0.934 mmol). The contents of the reaction flask were warmed to room temperature and stirred 24 h. Extracted with methylene chloride (3×), then the combined organic extracts were washed with brine and dried with anhydrous sodium sulfate. Filtration followed by evaporation of solvent in vacuo gave a solid whic... Starting materials: [Cl-].[Cl-].[Cl-].[Al+3] (aluminum trichloride), FC1=CC=C(C=C1)C(C(=O)O)CSC1=C(C=CC=C1)F (4-fluoro-α-[[(2-fluorophenyl)thio]methyl]benzeneacetic acid), Cl (HCl). Reaction SMILES: [F:1][C:2]1[CH:7]=[CH:6][C:5]([CH:8]([CH2:12][S:13][C:14]2[CH:19]=[CH:18][CH:17]=[CH:16][C:15]=2[F:20])[C:9]([OH:11])=O)=[CH:4][CH:3]=1.[Cl-].[Cl-].[Cl-].[Al+3].Cl>S(Cl)(Cl)=O>[F:20][C:15]1[C:14]2[S:13][CH2:12][CH:8]([C:5]3[CH:4]=[CH:3][C:2]([F:1])=[CH:7][CH:6]=3)[C:9](=[O:11])[C:19]=2[CH:18]=[CH:17][CH:16]=1 |f:1.2.3.4|. Isolated yield 82.0%. Procedure details: The acid from Step C (4.5 g, 15 mmole) was dissolved in 30 ml of thionyl chloride and refluxed for four hours. After cooling the thionyl chloride was concentrated and the residue taken up in carbon tetrachloride. The carbon tetrachloride was concentrated and the residue was taken up in 30 ml of dichloroethane. To the dichloroethane solution being cooled in an ice bath, was added aluminum trichloride (total of 2.1 g, 16 mmole) in three portions every 15 min. After stirring the black solution for ... Product: FC1=CC=CC=2C(C(CSC21)C2=CC=C(C=C2)F)=O (8-fluoro-3-(4-fluorophenyl)-2,3-dihydro-4H-1-benzothiopyran-4 -one). Reaction conditions: temperature 0 celsius, time 30 minute. Solvent: S(=O)(Cl)Cl (thionyl chloride), S(=O)(Cl)Cl (thionyl chloride). Product: ClC1=C(C(=O)NC2=CC=C(C=C2)C=2OC(=CN2)C2=CC=CC=C2)C=CC=C1 (2-chloro-N-(4-(5-phenyloxazol-2-yl)phenyl)benzamide). Starting materials: CC(=O)OI1(C=2C=CC=CC2C(=O)O1)(OC(=O)C)OC(=O)C (Dess-Martin periodinane), ClC1=C(C(=O)NC2=CC=C(C=C2)C(=O)NCC(C2=CC=CC=C2)O)C=CC=C1 (2-chloro-N-(4-(((2-hydroxy-2-phenylethyl)amino)carbonyl)phenyl)benzamide), S([O-])(O)(=O)=O.[Na+] (sodium bisulfate). Run in C(C)(=O)OCC (ethyl acetate), CN(C)C=O (DMF). Reaction conditions: time 3 hour. Procedure details: under an N2 atmosphere, 2-chloro-N-(4-(((2-hydroxy-2-phenylethyl)amino)carbonyl)phenyl)benzamide (0.578 g, 1.46 mmol) was dissolved in DMF (7.00 ml). Dess-Martin periodinane (0.745 g, 1.76 mmol) was added and the reaction was stirred at room temperature for 3 hours. The reaction was diluted with ethyl acetate and a saturated aqueous solution of sodium bisulfate. The layers were separated and the organic layer was washed with water and brine. The organic layer was dried (Na2SO4), filtered and con... Isolated yield 168.1%. Reaction SMILES: [Cl:1][C:2]1[CH:28]=[CH:27][CH:26]=[CH:25][C:3]=1[C:4]([NH:6][C:7]1[CH:12]=[CH:11][C:10]([C:13]([NH:15][CH2:16][CH:17]([OH:24])[C:18]2[CH:23]=[CH:22][CH:21]=[CH:20][CH:19]=2)=O)=[CH:9][CH:8]=1)=[O:5].CC(OI1(OC(C)=O)(OC(C)=O)OC(=O)C2C=CC=CC1=2)=O.S(=O)(=O)(O)[O-].[Na+]>CN(C=O)C.C(OCC)(=O)C>[Cl:1][C:2]1[CH:28]=[CH:27][CH:26]=[CH:25][C:3]=1[C:4]([NH:6][C:7]1[CH:12]=[CH:11][C:10]([C:13]2[O:24][C:17]([C:18]3[CH:19]=[CH:20][CH:21]=[CH:22][CH:23]=3)=[CH:16][N:15]=2)=[CH:9][CH:8]=1)=[O:5] |f:2.3|. Starting materials: CI, CCOC(C)=O, CN(C)Cc1n[nH]c2ccccc12. Yields the product C[N+](C)(C)Cc1n[nH]c2ccccc12, [I-]. RXN SMILES: [CH3:14][I:15].[CH3:16][CH2:17][O:18][C:19](=[O:20])[CH3:21].[CH3:1][N:2]([CH3:3])[CH2:4][c:5]1[n:6][nH:7][c:8]2[cH:9][cH:10][cH:11][cH:12][c:13]12>>[CH3:1][N+:2]([CH3:3])([CH2:4][c:5]1[n:6][nH:7][c:8]2[cH:9][cH:10][cH:11][cH:12][c:13]12)[CH3:14].[I-:15]. Reactants: C(C)(=O)[O-].[Cu+2].C(C)(=O)[O-] (copper(II) acetate), NCC(=O)O (glycine). Run in CO (methanol), CO (methanol). Run at time 2 hour. The product is NCC(=O)[O-].[Cu+2].NCC(=O)[O-] (Copper(II) Glycinate). Reaction SMILES: C([O-])(=O)C.[Cu+2:5].C([O-])(=O)C.[NH2:10][CH2:11][C:12]([OH:14])=[O:13]>CO>[NH2:10][CH2:11][C:12]([O-:14])=[O:13].[Cu+2:5].[NH2:10][CH2:11][C:12]([O-:14])=[O:13] |f:0.1.2,5.6.7|. Reported procedure: 1.8 g (9.8 mmol) copper(II) acetate is dissolved in 100 ml hot methanol, and a solution of 1.5 g (20 mmol) glycine in 50 ml methanol is added with stirring. The solution becomes turbid due to precipitation of the product. Stirring is continued for two hours at a temperature causing precipitation. The precipitated product is filtered off and dried. Starting materials: CNC1=NC=C(C=C1N)C(F)(F)F (N2-methyl-5-trifluoromethylpyridine-2,3-diamine), ClC1=C(C(=O)O)C=CC=N1 (2-chloronicotinic acid), CCN=C=NCCCN(C)C.Cl (EDCI hydrochloride), N1=CC=CC=C1 (pyridine). The solvent is O (Water). Conditions: temperature 120 celsius, time 3 hour. Product: ClC1=NC=CC=C1C1=NC=2C(=NC=C(C2)C(F)(F)F)N1C (2-(2-chloropyridin-3-yl)-3-methyl-6-trifluoromethyl-3H-imidazo[4,5-b]pyridine). The yield is 65.0%. As a reaction SMILES: [CH3:1][NH:2][C:3]1[C:8]([NH2:9])=[CH:7][C:6]([C:10]([F:13])([F:12])[F:11])=[CH:5][N:4]=1.[Cl:14][C:15]1[N:23]=[CH:22][CH:21]=[CH:20][C:16]=1[C:17](O)=O.CCN=C=NCCCN(C)C.Cl.N1C=CC=CC=1>O>[Cl:14][C:15]1[C:16]([C:17]2[N:2]([CH3:1])[C:3]3=[N:4][CH:5]=[C:6]([C:10]([F:11])([F:12])[F:13])[CH:7]=[C:8]3[N:9]=2)=[CH:20][CH:21]=[CH:22][N:23]=1 |f:2.3|. Reported procedure: A mixture of 0.96 g of N2-methyl-5-trifluoromethylpyridine-2,3-diamine, 0.95 g of 2-chloronicotinic acid, 0.85 g of EDCI hydrochloride and 10 ml of pyridine was heated and stirred at 120° C. for 3 hours. Water was poured to the reaction mixture cooled to room temperature, and the mixture was extracted with ethyl acetate. The organic layer was dried over anhydrous magnesium sulfate, and then concentrated under reduced pressure. The resulting residue was applied to a silica gel column chromatograp... The reactants are CN1C(=NC2=C1C=C(C(=C2)N)N)C (1,2-dimethyl-5,6-diaminobenzoimidazole), BrC1=CC=C(C=C1)C(=O)C(=O)C1=CC=C(C=C1)Br (4,4′-dibromo-benzil). Run in CO (methanol). Yields the product CN1C(=NC=2C1=CC=1N=C(C(=NC1C2)C2=CC=C(C=C2)Br)C2=CC=C(C=C2)Br)C (1,2-Dimethyl-6.7-bis (4-bromophenyl) imidazo [4,5-g]quinoxaline). RXN SMILES: [CH3:1][N:2]1[C:6]2[CH:7]=[C:8]([NH2:12])[C:9]([NH2:11])=[CH:10][C:5]=2[N:4]=[C:3]1[CH3:13].[Br:14][C:15]1[CH:20]=[CH:19][C:18]([C:21]([C:23]([C:25]2[CH:30]=[CH:29][C:28]([Br:31])=[CH:27][CH:26]=2)=O)=O)=[CH:17][CH:16]=1>CO>[CH3:1][N:2]1[C:6]2=[CH:7][C:8]3[N:12]=[C:21]([C:18]4[CH:19]=[CH:20][C:15]([Br:14])=[CH:16][CH:17]=4)[C:23]([C:25]4[CH:26]=[CH:27][C:28]([Br:31])=[CH:29][CH:30]=4)=[N:11][C:9]=3[CH:10]=[C:5]2[N:4]=[C:3]1[CH3:13]. Procedure details: To a solution of 1,2-dimethyl-5,6-diaminobenzoimidazole in methanol was added 4,4′-dibromo-benzil. The reaction mixture was refluxed for 3 h and cooled to room temperature. The precipitate which formed was filtered and recrystallized from n-butyl alcohol to give the title quinoxaline. Reaction conditions: time 2 hour. As a reaction SMILES: [CH3:1][O:2][C:3]1[CH:4]=[C:5]2[C:10](=[CH:11][CH:12]=1)[C:9]([O:13][CH:14]([CH3:16])[CH3:15])=[C:8]([C:17]([OH:19])=O)[CH:7]=[CH:6]2.C(Cl)(=O)C(Cl)=O.[NH4+:26].[OH-].O>C1COCC1.CN(C=O)C>[CH3:1][O:2][C:3]1[CH:4]=[C:5]2[C:10](=[CH:11][CH:12]=1)[C:9]([O:13][CH:14]([CH3:16])[CH3:15])=[C:8]([C:17]([NH2:26])=[O:19])[CH:7]=[CH:6]2 |f:2.3|. Run in C1CCOC1 (THF). Starting materials: ice water, COC=1C=C2C=CC(=C(C2=CC1)OC(C)C)C(=O)O (6-methoxy-1-(1-methylethoxy)-2-naphthalenecarboxylic acid), [NH4+].[OH-] (NH4OH), O (water), C(C(=O)Cl)(=O)Cl (oxalyl chloride). Reported procedure: To an ice water cooled solution of 6-methoxy-1-(1-methylethoxy)-2-naphthalenecarboxylic acid (5.0 g, 19 mmol) in 50 mL of THF is added 2 drops of DMF followed by oxalyl chloride (2.8 g, 21 mmol). The solution is stirred a room temperature for 2 hours then poured onto 150 mL of aqueous NH4OH. An additional 700 mL of water is added and the resultant precipitate collected. Recrystallization from ethyl acetate provides 6-methoxy-1-(1-methylethoxy)-2-naphthalenecarboxamide in 74% yield; mp 183°-184° ... Reagents/catalysts: CN(C)C=O (DMF). Yield: 74.0%. Product: COC=1C=C2C=CC(=C(C2=CC1)OC(C)C)C(=O)N (6-methoxy-1-(1-methylethoxy)-2-naphthalenecarboxamide).